From a dataset of the Open Reaction Database (ORD), a public repository of structured organic reaction records. describe an organic reaction: reactants, conditions, products, and yield The reactants are O (water), C1(CCCCC1)C1C(C2=C(C=CC=C2C1)Cl)=O (2-cyclohexyl-7-chloro-1-indanone), O (water), C1(=CC=CC2=CC=CC=C12)B(O)O (naphthylboronic acid), C([O-])([O-])=O.[Na+].[Na+] (sodium carbonate). The reagents and catalysts are C(C)(=O)[O-].[Pd+2].C(C)(=O)[O-] (palladium acetate). The solvent is C(CO)O (ethylene glycol). Reaction conditions: temperature 125 celsius, time 2 hour. Product: C1(CCCCC1)C1C(C2=C(C=CC=C2C1)C1=CC=CC2=CC=CC=C12)=O (2-cyclohexyl-7-(1-naphthyl)-1-indanone). The yield is 80.1%. RXN SMILES: [CH:1]1([CH:7]2[CH2:15][C:14]3[C:9](=[C:10](Cl)[CH:11]=[CH:12][CH:13]=3)[C:8]2=[O:17])[CH2:6][CH2:5][CH2:4][CH2:3][CH2:2]1.[C:18]1(B(O)O)[C:27]2[C:22](=[CH:23][CH:24]=[CH:25][CH:26]=2)[CH:21]=[CH:20][CH:19]=1.C(=O)([O-])[O-].[Na+].[Na+].O>C(O)CO.C([O-])(=O)C.[Pd+2].C([O-])(=O)C>[CH:1]1([CH:7]2[CH2:15][C:14]3[C:9](=[C:10]([C:26]4[C:27]5[C:22](=[CH:21][CH:20]=[CH:19][CH:18]=5)[CH:23]=[CH:24][CH:25]=4)[CH:11]=[CH:12][CH:13]=3)[C:8]2=[O:17])[CH2:6][CH2:5][CH2:4][CH2:3][CH2:2]1 |f:2.3.4,7.8.9|. Procedure details: Using a method similar to Example 16 d), 2.73 g (0.011 mol) of 2-cyclohexyl-7-chloro-1-indanone, 2.24 g (0.013 mol) of naphthylboronic acid and 2.6 g (24.6 mmol) of sodium carbonate were placed in 55 ml of ethylene glycol/5 ml of water in the reaction vessel, the mixture was degassed a number of times and saturated with argon. After addition of 18 mg (0.09 mmol) of palladium acetate and 0.15 g (0.27 mmol) of TMSPP, the reaction mixture was stirred for 2 hours at 125° C. After addition of 60 ml o... Starting materials: COC(C(=O)OCC)=CC1=CC(=C(C=C1)OC)C(NCC1=CC=C(C=C1)C(F)(F)F)=O (Ethyl 2-methoxy-3-[4-methoxy-3-[N-[[4-(trifluoromethyl)phenyl]methyl]carbamoyl]phenyl]acrylate), C(C)O (ethanol). The reagents and catalysts are [Pd] (palladium on activated carbon). The solvent is O1CCCC1 (tetrahydrofuran). Run at time 7.5 hour. The product is COC(C(=O)OCC)CC1=CC(=C(C=C1)OC)C(NCC1=CC=C(C=C1)C(F)(F)F)=O (Ethyl 2-methoxy-3-[4-methoxy-3-[N-[[4-(trifluoromethyl)phenyl]methyl]carbamoyl]phenyl]propanoate). The yield is 95.1%. As a reaction SMILES: [CH3:1][O:2][C:3](=[CH:9][C:10]1[CH:15]=[CH:14][C:13]([O:16][CH3:17])=[C:12]([C:18](=[O:31])[NH:19][CH2:20][C:21]2[CH:26]=[CH:25][C:24]([C:27]([F:30])([F:29])[F:28])=[CH:23][CH:22]=2)[CH:11]=1)[C:4]([O:6][CH2:7][CH3:8])=[O:5].C(O)C>[Pd].O1CCCC1>[CH3:1][O:2][CH:3]([CH2:9][C:10]1[CH:15]=[CH:14][C:13]([O:16][CH3:17])=[C:12]([C:18](=[O:31])[NH:19][CH2:20][C:21]2[CH:26]=[CH:25][C:24]([C:27]([F:28])([F:30])[F:29])=[CH:23][CH:22]=2)[CH:11]=1)[C:4]([O:6][CH2:7][CH3:8])=[O:5]. Procedure: Ethyl 2-methoxy-3-[4-methoxy-3-[N-[[4-(trifluoromethyl)phenyl]methyl]carbamoyl]phenyl]acrylate (150 mg, 0.354 mmol), 2.5 ml of ethanol and 2.5 ml of tetrahydrofuran were mixed, 10% palladium on activated carbon (30 mg) was added thereto, and normal pressure hydrogenation was conducted for 7.5 hours at room temperature. After completion of the reaction, the catalyst was filtered and the filtrate was concentrated to obtain 148 mg (98%) of the title compound as colorless crystals. Starting materials: CS(=O)(=O)Cl, CCOC(C)=O, Cc1ccc(Cc2cc(F)c(N3CC(=O)N(COCc4ccccc4)S3(=O)=O)c(OCc3ccccc3)c2)c(N)c1, c1ccncc1. Product: Cc1ccc(Cc2cc(F)c(N3CC(=O)N(COCc4ccccc4)S3(=O)=O)c(OCc3ccccc3)c2)c(NS(C)(=O)=O)c1. As a reaction SMILES: [CH3:42][S:43]([Cl:44])(=[O:45])=[O:46].[CH3:53][CH2:54][O:55][C:56]([CH3:57])=[O:58].[NH2:1][c:2]1[c:3]([CH2:4][c:5]2[cH:6][c:7]([O:29][CH2:30][c:31]3[cH:32][cH:33][cH:34][cH:35][cH:36]3)[c:8]([N:12]3[CH2:13][C:14](=[O:28])[N:15]([CH2:19][O:20][CH2:21][c:22]4[cH:23][cH:24][cH:25][cH:26][cH:27]4)[S:16]3(=[O:17])=[O:18])[c:9]([F:11])[cH:10]2)[cH:37][cH:38][c:39]([CH3:41])[cH:40]1.[cH:47]1[cH:48][cH:49][n:50][cH:51][cH:52]1>>[NH:1]([c:2]1[c:3]([CH2:4][c:5]2[cH:6][c:7]([O:29][CH2:30][c:31]3[cH:32][cH:33][cH:34][cH:35][cH:36]3)[c:8]([N:12]3[CH2:13][C:14](=[O:28])[N:15]([CH2:19][O:20][CH2:21][c:22]4[cH:23][cH:24][cH:25][cH:26][cH:27]4)[S:16]3(=[O:17])=[O:18])[c:9]([F:11])[cH:10]2)[cH:37][cH:38][c:39]([CH3:41])[cH:40]1)[S:43]([CH3:42])(=[O:45])=[O:46]. The reactants are COC(=O)c1cc(Cl)ccc1NC(=O)COCC(=O)O, Cl, NCc1cccc(-c2ccco2)c1. Yields the product COC(=O)c1cc(Cl)ccc1NC(=O)COCC(=O)NCc1cccc(-c2ccco2)c1. As a reaction SMILES: [Cl:15][c:16]1[cH:17][c:18]([C:31](=[O:32])[O:33][CH3:34])[c:19]([NH:22][C:23]([CH2:24][O:25][CH2:26][C:27](=[O:28])[OH:29])=[O:30])[cH:20][cH:21]1.[ClH:1].[o:2]1[c:3](-[c:7]2[cH:8][c:9]([CH2:10][NH2:11])[cH:12][cH:13][cH:14]2)[cH:4][cH:5][cH:6]1>>[o:2]1[c:3](-[c:7]2[cH:8][c:9]([CH2:10][NH:11][C:27]([CH2:26][O:25][CH2:24][C:23]([NH:22][c:19]3[c:18]([C:31](=[O:32])[O:33][CH3:34])[cH:17][c:16]([Cl:15])[cH:21][cH:20]3)=[O:30])=[O:28])[cH:12][cH:13][cH:14]2)[cH:4][cH:5][cH:6]1. Starting materials: CC#N, CC(=O)[O-], OB(O)c1ccnc(Cl)c1, ClCCl, Ic1nn(C(c2ccccc2)(c2ccccc2)c2ccccc2)c2ccnc(OC3CCOCC3)c12, [K+], O. Yields the product Clc1cc(-c2nn(C(c3ccccc3)(c3ccccc3)c3ccccc3)c3ccnc(OC4CCOCC4)c23)ccn1. RXN SMILES: [CH3:47][C:48]#[N:49].[CH3:51][C:52](=[O:53])[O-:54].[Cl:37][c:38]1[n:39][cH:40][cH:41][c:42]([B:44]([OH:45])[OH:46])[cH:43]1.[Cl:56][CH2:57][Cl:58].[I:1][c:2]1[n:3][n:4]([C:18]([c:19]2[cH:20][cH:21][cH:22][cH:23][cH:24]2)([c:25]2[cH:26][cH:27][cH:28][cH:29][cH:30]2)[c:31]2[cH:32][cH:33][cH:34][cH:35][cH:36]2)[c:5]2[c:6]1[c:7]([O:11][CH:12]1[CH2:13][CH2:14][O:15][CH2:16][CH2:17]1)[n:8][cH:9][cH:10]2.[K+:50].[OH2:55]>>[c:2]1(-[c:42]2[cH:41][cH:40][n:39][c:38]([Cl:37])[cH:43]2)[n:3][n:4]([C:18]([c:19]2[cH:20][cH:21][cH:22][cH:23][cH:24]2)([c:25]2[cH:26][cH:27][cH:28][cH:29][cH:30]2)[c:31]2[cH:32][cH:33][cH:34][cH:35][cH:36]2)[c:5]2[c:6]1[c:7]([O:11][CH:12]1[CH2:13][CH2:14][O:15][CH2:16][CH2:17]1)[n:8][cH:9][cH:10]2.